Dataset: the Open Reaction Database (ORD), a public repository of structured organic reaction records. Task: describe an organic reaction: reactants, conditions, products, and yield The reactants are CCc1nnn(C2CC(n3cnc4c(NCC(c5ccccc5)c5ccccc5)nc(N5CCC(N)C5)nc43)C(O)C2O)n1, Cc1nnn(C2CC(n3cnc4c(NCC(c5ccccc5)c5ccccc5)nc(N5CCC(NS(C)(=O)=O)C5)nc43)C(O)C2O)n1. Yields the product CCc1nnn(C2CC(n3cnc4c(NCC(c5ccccc5)c5ccccc5)nc(N5CCC(NS(C)(=O)=O)C5)nc43)C(O)C2O)n1. Reaction SMILES: [NH2:48][CH:49]1[CH2:50][CH2:51][N:52]([c:53]2[n:54][c:55]3[c:56]([n:57][cH:58][n:59]3[CH:60]3[CH2:61][CH:62]([n:63]4[n:64][n:65][c:66]([CH2:67][CH3:68])[n:69]4)[CH:70]([OH:71])[CH:72]3[OH:73])[c:74]([NH:75][CH2:76][CH:77]([c:78]3[cH:79][cH:80][cH:81][cH:82][cH:83]3)[c:84]3[cH:85][cH:86][cH:87][cH:88][cH:89]3)[n:90]2)[CH2:91]1.[OH:1][CH:2]1[CH:3]([n:14]2[c:15]3[n:16][c:17]([N:38]4[CH2:39][CH:40]([NH:43][S:44](=[O:45])(=[O:46])[CH3:47])[CH2:41][CH2:42]4)[n:18][c:19]([NH:23][CH2:24][CH:25]([c:26]4[cH:27][cH:28][cH:29][cH:30][cH:31]4)[c:32]4[cH:33][cH:34][cH:35][cH:36][cH:37]4)[c:20]3[n:21][cH:22]2)[CH2:4][CH:5]([n:8]2[n:9][c:10]([CH3:13])[n:11][n:12]2)[CH:6]1[OH:7]>>[OH:1][CH:2]1[CH:3]([n:14]2[c:15]3[n:16][c:17]([N:38]4[CH2:39][CH:40]([NH:43][S:44](=[O:45])(=[O:46])[CH3:47])[CH2:41][CH2:42]4)[n:18][c:19]([NH:23][CH2:24][CH:25]([c:26]4[cH:27][cH:28][cH:29][cH:30][cH:31]4)[c:32]4[cH:33][cH:34][cH:35][cH:36][cH:37]4)[c:20]3[n:21][cH:22]2)[CH2:4][CH:5]([n:8]2[n:9][c:10]([CH2:13][CH3:49])[n:11][n:12]2)[CH:6]1[OH:7]. Reactants: C(#N)C1CN(C1)C([C@@H](C)NC(=O)C1=CN(C2=NC=C(N=C21)Br)COCC[Si](C)(C)C)=O (2-bromo-5-(2-trimethylsilanyl-ethoxymethyl)-5H-pyrrolo[2,3-b]pyrazine-7-carboxylic acid [(R)-2-(3-cyano-azetidin-1-yl)-1-methyl-2-oxo-ethyl]-amide), FC=1C=CC=2N(C1)C(=NC2[Sn](CCCC)(CCCC)CCCC)SC (6-fluoro-3-methylsulfanyl-1-tributylstannanyl-imidazo[1,5-a]pyridine). The reagents and catalysts are C=1C=CC(=CC1)[P](C=2C=CC=CC2)(C=3C=CC=CC3)[Pd]([P](C=4C=CC=CC4)(C=5C=CC=CC5)C=6C=CC=CC6)([P](C=7C=CC=CC7)(C=8C=CC=CC8)C=9C=CC=CC9)[P](C=1C=CC=CC1)(C=1C=CC=CC1)C=1C=CC=CC1 (tetrakis(triphenylphosphine)palladium), [Cu]I (copper (I) iodide). Solvent: CN(C)C=O (DMF). Conditions: temperature 80 celsius, time 8 hour. Product: C(#N)C1CN(C1)C([C@@H](C)NC(=O)C1=CN(C2=NC=C(N=C21)C=2N=C(N1C2C=CC(=C1)F)SC)COCC[Si](C)(C)C)=O (2-(6-fluoro-3-methylsulfanyl-imidazo[1,5-a]pyridin-1-yl)-5-(2-trimethylsilanyl-ethoxymethyl)-5H-pyrrolo[2,3-b]pyrazine-7-carboxylic acid [(R)-2-(3-cyano-azetidin-1-yl)-1-methyl-2-oxo-ethyl]-amide). Isolated yield 82.0%. RXN SMILES: [C:1]([CH:3]1[CH2:6][N:5]([C:7](=[O:31])[C@H:8]([NH:10][C:11]([C:13]2[C:21]3[C:16](=[N:17][CH:18]=[C:19](Br)[N:20]=3)[N:15]([CH2:23][O:24][CH2:25][CH2:26][Si:27]([CH3:30])([CH3:29])[CH3:28])[CH:14]=2)=[O:12])[CH3:9])[CH2:4]1)#[N:2].[F:32][C:33]1[CH:34]=[CH:35][C:36]2[N:37]([C:39]([S:55][CH3:56])=[N:40][C:41]=2[Sn](CCCC)(CCCC)CCCC)[CH:38]=1>CN(C=O)C.C1C=CC([P]([Pd]([P](C2C=CC=CC=2)(C2C=CC=CC=2)C2C=CC=CC=2)([P](C2C=CC=CC=2)(C2C=CC=CC=2)C2C=CC=CC=2)[P](C2C=CC=CC=2)(C2C=CC=CC=2)C2C=CC=CC=2)(C2C=CC=CC=2)C2C=CC=CC=2)=CC=1.[Cu]I>[C:1]([CH:3]1[CH2:6][N:5]([C:7](=[O:31])[C@H:8]([NH:10][C:11]([C:13]2[C:21]3[C:16](=[N:17][CH:18]=[C:19]([C:41]4[N:40]=[C:39]([S:55][CH3:56])[N:37]5[CH:38]=[C:33]([F:32])[CH:34]=[CH:35][C:36]=45)[N:20]=3)[N:15]([CH2:23][O:24][CH2:25][CH2:26][Si:27]([CH3:30])([CH3:29])[CH3:28])[CH:14]=2)=[O:12])[CH3:9])[CH2:4]1)#[N:2] |^1:65,67,86,105|. Procedure: In a round-bottomed flask, 2-bromo-5-(2-trimethylsilanyl-ethoxymethyl)-5H-pyrrolo[2,3-b]pyrazine-7-carboxylic acid [(R)-2-(3-cyano-azetidin-1-yl)-1-methyl-2-oxo-ethyl]-amide (100 mg, 0.20 mmol) and 6-fluoro-3-methylsulfanyl-1-tributylstannanyl-imidazo[1,5-a]pyridine (crude from Step 4) were dissolved in DMF (2 ml). The flask was evacuated and backfilled with argon then tetrakis(triphenylphosphine)palladium (0) (12 mg, 0.010 mmol) and copper (I) iodide (8 mg, 0.042 mmol) were added. The reaction ... The reactants are [H-].[H-].[H-].[H-].[Li+].[Al+3] (LiAlH4), CC1=C(C=C(O1)[Si](CC)(CC)CC)C=O (5-methyl-2-triethylsilyl-4-furaldehyde). Run in O1CCCC1 (tetrahydrofuran). Yields the product CC1=C(C=C(O1)[Si](CC)(CC)CC)CO (5-Methyl-2-triethylsilyl-4-furanmethanol). As a reaction SMILES: [H-].[H-].[H-].[H-].[Li+].[Al+3].[CH3:7][C:8]1[O:12][C:11]([Si:13]([CH2:18][CH3:19])([CH2:16][CH3:17])[CH2:14][CH3:15])=[CH:10][C:9]=1[CH:20]=[O:21]>O1CCCC1>[CH3:7][C:8]1[O:12][C:11]([Si:13]([CH2:18][CH3:19])([CH2:16][CH3:17])[CH2:14][CH3:15])=[CH:10][C:9]=1[CH2:20][OH:21] |f:0.1.2.3.4.5|. Reported procedure: LiAlH4 (1.0M solution in hexane, 0.51 ml, 0.51 mmol) was added dropwise to a solution of 5-methyl-2-triethylsilyl-4-furaldehyde (230 mg, 1.03 mmol) in tetrahydrofuran (15 ml) at 0 degrees under argon. The stirring solution was allowed to warm to room temperature gradually over 1/2 hour. The reaction was quenched with 10% aqueous HCl and the organics were extracted into ethyl ether. The combined fractins were washed with H2O and brine. Evaporation of the dried (magnesium sulfate) extracts gave an... The reactants are C=CC(=O)OC, CC(C)(C)O, COC(=O)CC(C[N+](=O)[O-])c1ccc(Cl)c(Cl)c1, CCOCC, Cl. Yields the product COC(=O)CCC(C(CC(=O)OC)c1ccc(Cl)c(Cl)c1)[N+](=O)[O-]. RXN SMILES: [C:19]([CH:20]=[CH2:21])(=[O:22])[O:23][CH3:24].[C:26]([OH:27])([CH3:28])([CH3:29])[CH3:30].[CH3:1][O:2][C:3]([CH2:4][CH:5]([CH2:6][N+:7](=[O:8])[O-:9])[c:10]1[cH:11][c:12]([Cl:17])[c:13]([Cl:16])[cH:14][cH:15]1)=[O:18].[CH3:31][CH2:32][O:33][CH2:34][CH3:35].[ClH:25]>>[CH3:1][O:2][C:3]([CH2:4][CH:5]([CH:6]([N+:7](=[O:8])[O-:9])[CH2:21][CH2:20][C:19](=[O:22])[O:23][CH3:24])[c:10]1[cH:11][c:12]([Cl:17])[c:13]([Cl:16])[cH:14][cH:15]1)=[O:18]. The reactants are CCOC(C)=O, CC=O, CC(Cl)Cl, CCC(NC(C)C)c1ccc(C(F)(F)F)cc1CN1C(=O)OC(c2cc(C(F)(F)F)cc(C(F)(F)F)c2)C1C. Product: CCC(c1ccc(C(F)(F)F)cc1CN1C(=O)OC(c2cc(C(F)(F)F)cc(C(F)(F)F)c2)C1C)N(CC)C(C)C. Reaction SMILES: [CH3:47][CH2:48][O:49][C:50]([CH3:51])=[O:52].[CH:40]([CH3:41])=[O:42].[Cl:43][CH:44]([Cl:45])[CH3:46].[F:1][C:2]([c:3]1[cH:4][c:5]([CH:13]2[CH:14]([CH3:37])[N:15]([CH2:19][c:20]3[c:21]([CH:30]([CH2:31][CH3:32])[NH:33][CH:34]([CH3:35])[CH3:36])[cH:22][cH:23][c:24]([C:26]([F:27])([F:28])[F:29])[cH:25]3)[C:16](=[O:18])[O:17]2)[cH:6][c:7]([C:9]([F:10])([F:11])[F:12])[cH:8]1)([F:38])[F:39]>>[F:1][C:2]([c:3]1[cH:4][c:5]([CH:13]2[CH:14]([CH3:37])[N:15]([CH2:19][c:20]3[c:21]([CH:30]([CH2:31][CH3:32])[N:33]([CH:34]([CH3:35])[CH3:36])[CH2:40][CH3:41])[cH:22][cH:23][c:24]([C:26]([F:27])([F:28])[F:29])[cH:25]3)[C:16](=[O:18])[O:17]2)[cH:6][c:7]([C:9]([F:10])([F:11])[F:12])[cH:8]1)([F:38])[F:39]. The reactants are OC(C(C)=O)(C)C (3-hydroxy-3-methyl-2-butanone), C[Si](Cl)(C)C (trimethylchlorosilane), C(CCC)[Li].CCCCCC (n-butyllithium n-hexane), C(C)(C)NC(C)C (diisopropylamine). Solvent: O1CCCC1 (tetrahydrofuran), O1CCCC1 (tetrahydrofuran). Reaction conditions: time 1 hour. Product: CC(C(=C)O[Si](C)(C)C)(C)O[Si](C)(C)C (3-methyl-2,3-bis(trimethylsilyloxy)-1-butene). Reaction SMILES: C([Li])CCC.CCCCCC.C(NC(C)C)(C)C.[OH:19][C:20]([CH3:25])([CH3:24])[C:21](=[O:23])[CH3:22].[CH3:26][Si:27]([CH3:30])([CH3:29])Cl>O1CCCC1>[CH3:24][C:20]([O:19][Si:27]([CH3:30])([CH3:29])[CH3:26])([CH3:25])[C:21]([O:23][Si:27]([CH3:30])([CH3:29])[CH3:26])=[CH2:22] |f:0.1|. Reported procedure: A solution of 1.6M n-butyllithium/n-hexane solution (100 ml) was dropwise added to a solution of diisopropylamine (22.4 ml) in dry tetrahydrofuran (50 ml) at -10° C., and the mixture was stirred for 1 hour. A solution of 3-hydroxy-3-methyl-2-butanone (8 ml) in dry tetrahydrofuran (50 ml) was dropwise added at -10° C. and the mixture was stirred for 1 hour. Then, trimethylchlorosilane (20.4 ml) was dropwise added at -10° C. After stirring at 4° C overnight, the reaction mixture was filtered with ... The reactants are C(CCC)C1=C(C(=NC(=N1)C)C#N)CC1=CC=C(C=C1)I (6-butyl-4-cyano-2-methyl-5-[(4-iodophenyl)methyl]pyrimidine), OO (H2O2), [OH-].[Na+] (NaOH), CC(=O)O (HOAc). Run in CO (methanol). Run at time 1 hour. Product: C(CCC)C1=C(C(=NC(=N1)C)C(=O)OC)CC1=CC=C(C=C1)I (6-Butyl-4-methoxycarbonyl-2-methyl-5-[(4-iodophenyl)methyl]pyrimidine). Yield: 46.0%. Reaction SMILES: [CH2:1]([C:5]1[N:10]=[C:9]([CH3:11])[N:8]=[C:7]([C:12]#N)[C:6]=1[CH2:14][C:15]1[CH:20]=[CH:19][C:18]([I:21])=[CH:17][CH:16]=1)[CH2:2][CH2:3][CH3:4].[OH:22]O.[OH-].[Na+].C[C:27](O)=[O:28]>CO>[CH2:1]([C:5]1[N:10]=[C:9]([CH3:11])[N:8]=[C:7]([C:12]([O:28][CH3:27])=[O:22])[C:6]=1[CH2:14][C:15]1[CH:20]=[CH:19][C:18]([I:21])=[CH:17][CH:16]=1)[CH2:2][CH2:3][CH3:4] |f:2.3|. Reported procedure: To a solution of 306 mg 6-butyl-4-cyano-2-methyl-5-[(4-iodophenyl)methyl]pyrimidine in 6 mL methanol was added 0.885 mL (~7.81 mmol) 30% H2O2 and 0.937 mL (2.34 mmol) 2.5N NaOH. The mixture was allowed to stir for 1 hour at room temperature. To the mixture was added ~1 mL HOAc. Solvent was removed in vacuo. The crude material (409 mg) was dissolved in ~20 mL methanol. To this was added 4.0 g Amberlyst-15®. The mixture was heated to 60° for 18 hours. After cooling to room temperature, ~5 mL pyrid...